Dataset: the Open Reaction Database (ORD), a public repository of structured organic reaction records. Task: describe an organic reaction: reactants, conditions, products, and yield Reactants: BrC1=C(C=C(C(=C1)OC)OC)[N+](=O)[O-] (1-bromo-4,5-dimethoxy-2-nitrobenzene), CC1(OB(OC1(C)C)C1=CC(CC(C1)(C)C)(C)C)C (4,4,5,5-tetramethyl-2-(3,3,5,5-tetramethylcyclohex-1-enyl)[1,3,2]dioxaborolane), P(=O)([O-])([O-])[O-].[K+].[K+].[K+] (tripotassium phosphate), O (water), O (water). Reagents/catalysts: C=1C=CC(=CC1)[P](C=2C=CC=CC2)(C=3C=CC=CC3)[Pd]([P](C=4C=CC=CC4)(C=5C=CC=CC5)C=6C=CC=CC6)([P](C=7C=CC=CC7)(C=8C=CC=CC8)C=9C=CC=CC9)[P](C=1C=CC=CC1)(C=1C=CC=CC1)C=1C=CC=CC1 (Tetrakis(triphenylphosphine)palladium), C=1C=CC(=CC1)[P](C=2C=CC=CC2)(C=3C=CC=CC3)[Pd]([P](C=4C=CC=CC4)(C=5C=CC=CC5)C=6C=CC=CC6)([P](C=7C=CC=CC7)(C=8C=CC=CC8)C=9C=CC=CC9)[P](C=1C=CC=CC1)(C=1C=CC=CC1)C=1C=CC=CC1 (Tetrakis(triphenylphosphine)palladium(0)). Solvent: C(C)(=O)OCC (ethyl acetate), COCCOC (1,2-dimethoxyethane). Run at time 3 hour. Product: COC1=CC(=C(C=C1OC)[N+](=O)[O-])C1=CC(CC(C1)(C)C)(C)C (4,5-Dimethoxy-1-nitro-2-(3,3,5,5-tetramethylcyclohex-1-enyl)benzene). Isolated yield 85.2%. RXN SMILES: Br[C:2]1[CH:7]=[C:6]([O:8][CH3:9])[C:5]([O:10][CH3:11])=[CH:4][C:3]=1[N+:12]([O-:14])=[O:13].CC1(C)C(C)(C)OB([C:23]2[CH2:28][C:27]([CH3:30])([CH3:29])[CH2:26][C:25]([CH3:32])([CH3:31])[CH:24]=2)O1.P([O-])([O-])([O-])=O.[K+].[K+].[K+].O>COCCOC.C1C=CC([P]([Pd]([P](C2C=CC=CC=2)(C2C=CC=CC=2)C2C=CC=CC=2)([P](C2C=CC=CC=2)(C2C=CC=CC=2)C2C=CC=CC=2)[P](C2C=CC=CC=2)(C2C=CC=CC=2)C2C=CC=CC=2)(C2C=CC=CC=2)C2C=CC=CC=2)=CC=1.C(OCC)(=O)C>[CH3:9][O:8][C:6]1[C:5]([O:10][CH3:11])=[CH:4][C:3]([N+:12]([O-:14])=[O:13])=[C:2]([C:23]2[CH2:28][C:27]([CH3:30])([CH3:29])[CH2:26][C:25]([CH3:32])([CH3:31])[CH:24]=2)[CH:7]=1 |f:2.3.4.5,^1:52,54,73,92|. Reported procedure: To a solution of 1-bromo-4,5-dimethoxy-2-nitrobenzene (1.06 g, 4.04 mmol) produced in Example (87a) in 1,2-dimethoxyethane (30 mL) were added 4,4,5,5-tetramethyl-2-(3,3,5,5-tetramethylcyclohex-1-enyl)[1,3,2]dioxaborolane (1.28 g, 4.85 mmol) produced in Example (4b), tripotassium phosphate (1.29 g, 6.06 mmol) and water (1.5 mL). Tetrakis(triphenylphosphine)palladium (230 mg, 0.20 mmol) was then added to the mixture while stirring at room temperature under a nitrogen atmosphere. The mixture was th... Starting materials: ClC1=NC=C(C=C1)C1=CC=C(C=C1)Cl (2-chloro-5-(4-chlorophenyl)-pyridine), NN (hydrazine), ice water. The solvent is N1=CC=CC=C1 (pyridine). The product is ClC1=CC=C(C=C1)C=1C=CC(=NC1)NN (5-(4-Chlorophenyl)-2-hydrazinopyridine). Reaction SMILES: Cl[C:2]1[CH:7]=[CH:6][C:5]([C:8]2[CH:13]=[CH:12][C:11]([Cl:14])=[CH:10][CH:9]=2)=[CH:4][N:3]=1.[NH2:15][NH2:16]>N1C=CC=CC=1>[Cl:14][C:11]1[CH:12]=[CH:13][C:8]([C:5]2[CH:6]=[CH:7][C:2]([NH:15][NH2:16])=[N:3][CH:4]=2)=[CH:9][CH:10]=1. Reported procedure: A mixture of 21.1 g. of 2-chloro-5-(4-chlorophenyl)-pyridine and 19.5 g. of 95% hydrazine in 200 ml. of pyridine is heated at reflux temperature for 48 hours. The reaction mixture is cooled, poured into an ice-water mixture and filtered. The solid is collected, washed with water and air dried to yield 17.0 g. of the product of the Example as a tan solid. Starting materials: ClCC(=O)Cl (chloroacetyl chloride), crude intermediate, C(C1=CC=CC=C1)N(C(CCl)=O)CC(C1=CC(=CC=C1)OC)O (N-benzyl-2-chloro-N-[2-hydroxy-2-(3-methoxy-phenyl)-ethyl]-acetamide), C(C1=CC=CC=C1)NCC(O)C1=CC(=CC=C1)OC (2-(benzylamino)-1-(3-methoxyphenyl)ethanol), TEA, [OH-].[K+] (KOH). Solvent: ClCCl (dichloromethane), ClCCl (dichloromethane), C(C)(C)O (isopropanol). Run at time 8 hour. The product is C(C1=CC=CC=C1)N1C(COC(C1)C1=CC(=CC=C1)OC)=O (4-benzyl-6-(3-methoxyphenyl)-morpholin-3-one). The yield is 98.9%. RXN SMILES: C(NCC(C1C=CC=C(OC)C=1)O)C1C=CC=CC=1.ClCC(Cl)=O.[CH2:25]([N:32]([CH2:37][CH:38]([OH:47])[C:39]1[CH:44]=[CH:43][CH:42]=[C:41]([O:45][CH3:46])[CH:40]=1)[C:33](=[O:36])[CH2:34]Cl)[C:26]1[CH:31]=[CH:30][CH:29]=[CH:28][CH:27]=1.[OH-].[K+]>ClCCl.C(O)(C)C>[CH2:25]([N:32]1[CH2:37][CH:38]([C:39]2[CH:44]=[CH:43][CH:42]=[C:41]([O:45][CH3:46])[CH:40]=2)[O:47][CH2:34][C:33]1=[O:36])[C:26]1[CH:31]=[CH:30][CH:29]=[CH:28][CH:27]=1 |f:3.4|. Procedure details: In a 250 mL round-bottomed flask, 2-(benzylamino)-1-(3-methoxyphenyl)ethanol (1.92 g, 7.46 mmol,) and TEA (831 mg, 1.14 ml, 8.21 mmol) were combined with dichloromethane (60 ml) to give a colorless solution. To this chloroacetyl chloride (927 mg, 657 μl, 8.21 mmol) in 10 mL dichloromethane was added dropwise at 0° C. After 1 h at 0° C. the reaction mixture was quenched with 1M aqueous HCl. The layers were separated, the aqueous layer extracted with dichloromethane. The combined organic layers we... The reactants are BrC1=CC=2C3=C(COC2C=C1)C=C(S3)C(=O)N(C)C3=C(C=C(C=C3)F)F (8-bromo-N-(2,4-difluorophenyl)-N-methyl-4H-thieno[3,2-c]chromene-2-carboxamide), C(C)(=O)N1CCNCC1 (1-acetylpiperazine). The product is C(C)(=O)N1CCN(CC1)C1=CC=2C3=C(COC2C=C1)C=C(S3)C(=O)N(C)C3=C(C=C(C=C3)F)F (8-(4-acetylpiperazin-1-yl)-N-(2,4-difluorophenyl)-N-methyl-4H-thieno[3,2-c]chromene-2-carboxamide). Reaction SMILES: Br[C:2]1[CH:11]=[CH:10][C:9]2[O:8][CH2:7][C:6]3[CH:12]=[C:13]([C:15]([N:17]([C:19]4[CH:24]=[CH:23][C:22]([F:25])=[CH:21][C:20]=4[F:26])[CH3:18])=[O:16])[S:14][C:5]=3[C:4]=2[CH:3]=1.[C:27]([N:30]1[CH2:35][CH2:34][NH:33][CH2:32][CH2:31]1)(=[O:29])[CH3:28]>>[C:27]([N:30]1[CH2:35][CH2:34][N:33]([C:2]2[CH:11]=[CH:10][C:9]3[O:8][CH2:7][C:6]4[CH:12]=[C:13]([C:15]([N:17]([C:19]5[CH:24]=[CH:23][C:22]([F:25])=[CH:21][C:20]=5[F:26])[CH3:18])=[O:16])[S:14][C:5]=4[C:4]=3[CH:3]=2)[CH2:32][CH2:31]1)(=[O:29])[CH3:28]. Procedure details: Following Example 70 and General Procedure D, 8-bromo-N-(2,4-difluorophenyl)-N-methyl-4H-thieno[3,2-c]chromene-2-carboxamide 160bp and 1-acetylpiperazine were reacted to give 120bp. 1H NMR (400 MHz, CDCl3) δ 7.23 (m, 1H), 6.82-6.93 (m, 5H), 5.99 (s, 1H), 5.01 (s, 2H), 3.86 (m, 2H), 3.73 (m, 2H), 3.32 (s, 3H), 3.21 (m, 2H), 3.16 (m, 2H), 2.13 (s, 3H). LCMS (ESI) m/z: 484.1 As a reaction SMILES: [CH2:22]1[O:23][CH2:24][CH2:25][CH2:26]1.[CH:1]([CH3:2])([CH3:3])[NH:4][CH3:5].[K+:7].[N+:8](=[O:9])([O-:10])[c:11]1[cH:12][c:13]([S:17](=[O:18])(=[O:19])[Cl:20])[cH:14][cH:15][cH:16]1.[OH-:6].[OH2:21]>>[CH:1]([CH3:2])([CH3:3])[N:4]([CH3:5])[S:17]([c:13]1[cH:12][c:11]([N+:8](=[O:9])[O-:10])[cH:16][cH:15][cH:14]1)(=[O:18])=[O:19]. Starting materials: C1CCOC1, CNC(C)C, [K+], O=[N+]([O-])c1cccc(S(=O)(=O)Cl)c1, [OH-], O. The product is CC(C)N(C)S(=O)(=O)c1cccc([N+](=O)[O-])c1. Reactants: CO, COc1ccc(C2CNC(=O)C2)cc1OCC1CO1, c1ccc(N2CCNCC2)cc1. Product: COc1ccc(C2CNC(=O)C2)cc1OCC(O)CN1CCN(c2ccccc2)CC1. As a reaction SMILES: [CH3:32][OH:33].[O:1]1[CH:2]([CH2:3][O:4][c:5]2[cH:6][c:7]([CH:13]3[CH2:14][C:15](=[O:18])[NH:16][CH2:17]3)[cH:8][cH:9][c:10]2[O:11][CH3:12])[CH2:19]1.[c:20]1([N:26]2[CH2:27][CH2:28][NH:29][CH2:30][CH2:31]2)[cH:21][cH:22][cH:23][cH:24][cH:25]1>>[OH:1][CH:2]([CH2:3][O:4][c:5]1[cH:6][c:7]([CH:13]2[CH2:14][C:15](=[O:18])[NH:16][CH2:17]2)[cH:8][cH:9][c:10]1[O:11][CH3:12])[CH2:19][N:29]1[CH2:28][CH2:27][N:26]([c:20]2[cH:21][cH:22][cH:23][cH:24][cH:25]2)[CH2:31][CH2:30]1.